This data is from the Open Reaction Database (ORD), a public repository of structured organic reaction records. The task is: describe an organic reaction: reactants, conditions, products, and yield The reactants are BrC1=CC=C2OC=3C(=CC(=CC3C(C2=C1)Cl)OC)F (7-Bromo-9-chloro-4-fluoro-2-methoxy-9H-xanthene), O1CCOCC1 (dioxane), N (ammonia). Reaction conditions: time 60 hour. Yields the product BrC1=CC=C2OC=3C(=CC(=CC3C(C2=C1)N)OC)F (7-bromo-4-fluoro-2-methoxy-9H-xanthen-9-amine). Reaction SMILES: [Br:1][C:2]1[CH:15]=[C:14]2[C:5]([O:6][C:7]3[C:8]([F:19])=[CH:9][C:10]([O:17][CH3:18])=[CH:11][C:12]=3[CH:13]2Cl)=[CH:4][CH:3]=1.O1CCOCC1.[NH3:26]>>[Br:1][C:2]1[CH:15]=[C:14]2[C:5]([O:6][C:7]3[C:8]([F:19])=[CH:9][C:10]([O:17][CH3:18])=[CH:11][C:12]=3[CH:13]2[NH2:26])=[CH:4][CH:3]=1. Procedure: 7-Bromo-9-chloro-4-fluoro-2-methoxy-9H-xanthene (45 g, 131 mmol) was dissolved in saturated solution ammonia in dioxane (1310 mL, 655 mmol) and stirred for 60 hrs at RT. The solution was concentrated in vacuo. The material was treated with saturated aqueous sodium carbonate and extracted into EtOAc. The organic extracts were concentrated. The product was purified from the concentrate via silica gel column chromatography (RediSep 330 g column) using 10-100% EtOAc in hexane to afford 7-bromo-4-flu...